Dataset: the Open Reaction Database (ORD), a public repository of structured organic reaction records. Task: describe an organic reaction: reactants, conditions, products, and yield Reactants: C(C)OC(=O)C1CCN(CC1)CC1=CC(=CC=C1)NC(=O)OC(C)(C)C (1-(3-tert-Butoxycarbonylamino-benzyl)-piperidine-4-carboxylic acid ethyl ester), C1(CCCC1)NC(=O)C1CCNCC1 (piperidine-4-carboxylic acid cyclopentylamide), 1.001d, C(C)(C)(C)OC(NC1=CC(=CC=C1)C=O)=O ((3-formyl-phenyl)-carbamic acid tert-butyl ester). The product is C1(CCCC1)NC(=O)C1CCN(CC1)CC1=CC(=CC=C1)N (1-(3-amino-benzyl)-piperidine-4-carboxylic acid cyclopentylamide). Reaction SMILES: C(O[C:4]([CH:6]1[CH2:11][CH2:10][N:9]([CH2:12][C:13]2[CH:18]=[CH:17][CH:16]=[C:15]([NH:19]C(OC(C)(C)C)=O)[CH:14]=2)[CH2:8][CH2:7]1)=[O:5])C.C(OC(=O)[NH:33][C:34]1[CH:39]=[CH:38][CH:37]=[C:36](C=O)C=1)(C)(C)C.C1(NC(C2CCNCC2)=O)CCCC1>>[CH:34]1([NH:33][C:4]([CH:6]2[CH2:7][CH2:8][N:9]([CH2:12][C:13]3[CH:18]=[CH:17][CH:16]=[C:15]([NH2:19])[CH:14]=3)[CH2:10][CH2:11]2)=[O:5])[CH2:39][CH2:38][CH2:37][CH2:36]1. Reported procedure: The title compound is prepared according to the reactions 1.001a and 1.001d described above using (3-formyl-phenyl)-carbamic acid tert-butyl ester and piperidine-4-carboxylic acid cyclopentylamide: LC-MS A: tR=0.45 min; [M+H]+=302.40. Reactants: CC1=C(C=CC=C1)P(C2=C(C=CC=C2)C)C3=C(C=CC=C3)C (P(o-tol)3), BrC1=CC2=C(NCCCN2)N=C1 (8-bromo-2,3,4,5-tetrahydro-1H-pyrido[2,3-b][1,4]diazepin), CN(C(C=C)=O)CC=1OC2=C(C1C)C=CC=C2 (N-methyl-N-((3-methyl benzofuran-2-yl)methyl)acrylamide), C(C)N(C(C)C)C(C)C ((i-Pr)2EtN). Reagents/catalysts: CC(=O)[O-].CC(=O)[O-].[Pd+2] (Pd(OAc)2). Run in CN(C)C=O (DMF). Run at temperature 100 celsius, time 15 minute. The product is CN(C(\C=C\C1=CC2=C(NCCCN2)N=C1)=O)CC=1OC2=C(C1C)C=CC=C2 ((E)-N-methyl-N-((3-methylbenzofuran-2-yl)methyl)-3-(2,3,4,5-tetrahydro-1H-pyrido[2,3-b][1,4]diazepin-8-yl)acrylamide). The yield is 44.7%. RXN SMILES: Br[C:2]1[CH:12]=[N:11][C:5]2[NH:6][CH2:7][CH2:8][CH2:9][NH:10][C:4]=2[CH:3]=1.[CH3:13][N:14]([CH2:19][C:20]1[O:21][C:22]2[CH:29]=[CH:28][CH:27]=[CH:26][C:23]=2[C:24]=1[CH3:25])[C:15](=[O:18])[CH:16]=[CH2:17].C(N(C(C)C)C(C)C)C.CC1C=CC=CC=1P(C1C=CC=CC=1C)C1C=CC=CC=1C>CC([O-])=O.CC([O-])=O.[Pd+2].CN(C=O)C>[CH3:13][N:14]([CH2:19][C:20]1[O:21][C:22]2[CH:29]=[CH:28][CH:27]=[CH:26][C:23]=2[C:24]=1[CH3:25])[C:15](=[O:18])/[CH:16]=[CH:17]/[C:2]1[CH:12]=[N:11][C:5]2[NH:6][CH2:7][CH2:8][CH2:9][NH:10][C:4]=2[CH:3]=1 |f:4.5.6|. Reported procedure: A solution of 8-bromo-2,3,4,5-tetrahydro-1H-pyrido[2,3-b][1,4]diazepin (0.15 g, 0.66 mmol), N-methyl-N-((3-methyl benzofuran-2-yl)methyl)acrylamide (0.30 g, 1.32 mmol), (i-Pr)2EtN (0.34 mL, 2.0 mmol) tn DMF (7 mL) was de-oxygenated with Ar for 30 min. Pd(OAc)2 (15 mg, 0.066 mmol) and P(o-tol)3 (40 mg, 0.13 mmol) was added and the solution was de-oxygenated for an additional 15 min. The reaction was heated to 100° C. for 18 hrs at which time the reaction was cooled to room temperature and then fi... The reactants are CC(Br)CCC(C)Br, COc1cc(C(F)(F)F)cc(C(F)(F)F)c1C(=O)NC1CCCCC1N. The product is COc1cc(C(F)(F)F)cc(C(F)(F)F)c1C(=O)NC1CCCCC1N1C(C)CCC1C. Reaction SMILES: [Br:27][CH:28]([CH3:29])[CH2:30][CH2:31][CH:32]([CH3:33])[Br:34].[NH2:1][CH:2]1[CH:3]([NH:8][C:9]([c:10]2[c:11]([O:24][CH3:25])[cH:12][c:13]([C:20]([F:21])([F:22])[F:23])[cH:14][c:15]2[C:16]([F:17])([F:18])[F:19])=[O:26])[CH2:4][CH2:5][CH2:6][CH2:7]1>>[N:1]1([CH:2]2[CH:3]([NH:8][C:9]([c:10]3[c:11]([O:24][CH3:25])[cH:12][c:13]([C:20]([F:21])([F:22])[F:23])[cH:14][c:15]3[C:16]([F:17])([F:18])[F:19])=[O:26])[CH2:4][CH2:5][CH2:6][CH2:7]2)[CH:28]([CH3:29])[CH2:30][CH2:31][CH:32]1[CH3:33]. The reactants are Cl (hydrochloric acid), solution, C(C)(C)(C)OC(=O)[C@@H](CC1(CCCC1)C(=O)[O-])CCOC.O[C@H]([C@H](C)[NH2+]C)C1=CC=CC=C1 ((1S,2S)-1-hydroxy-N-methyl-1-phenyl-2-propanaminium 1-[(2S)-2-(tert-butoxycarbonyl)-4-methoxybutyl]cyclopentane carboxylate). The solvent is O (water), C(C)(=O)OC(C)C (isopropyl acetate). Yields the product C(C)(C)(C)OC(=O)[C@@H](CC1(CCCC1)C(=O)O)CCOC (1-[(2S)-2-(tert-Butoxycarbonyl)-4-methoxybutyl]cyclopentanecarboxylic acid). As a reaction SMILES: [C:1]([O:5][C:6]([C@H:8]([CH2:18][CH2:19][O:20][CH3:21])[CH2:9][C:10]1([C:15]([O-:17])=[O:16])[CH2:14][CH2:13][CH2:12][CH2:11]1)=[O:7])([CH3:4])([CH3:3])[CH3:2].O[C@@H](C1C=CC=CC=1)[C@@H]([NH2+]C)C.Cl>O.C(OC(C)C)(=O)C>[C:1]([O:5][C:6]([C@H:8]([CH2:18][CH2:19][O:20][CH3:21])[CH2:9][C:10]1([C:15]([OH:17])=[O:16])[CH2:14][CH2:13][CH2:12][CH2:11]1)=[O:7])([CH3:3])([CH3:2])[CH3:4] |f:0.1|. Procedure: To a solution of the product from Preparation 68 (3.90 kg, 13.0 mol) in heptane (58.5 L, total solution weight 44.0 kg) was added (1S, 2S)-(+)-pseudoephedrine (2.13 kg, 12.9 mol) under an atmosphere of nitrogen at 20° C. The suspension was then heated to 70° C. with stirring until a clear solution was obtained. The solution was then cooled to 40° C. and a sample of authentic crystallised title compound (0.8 g) was added to seed the crystallisation. The temperature of the mixture was maintained a... Starting materials: CC(=O)O, O=Cc1ccccc1F, NC(=O)C(N)=NNc1cccc(COc2ccccc2)c1, O. Yields the product NC(=O)C1=NN(c2cccc(COc3ccccc3)c2)C(c2ccccc2F)N1. RXN SMILES: [CH3:1][C:2](=[O:3])[OH:4].[F:26][c:27]1[c:28]([CH:29]=[O:30])[cH:31][cH:32][cH:33][cH:34]1.[O:5]([c:6]1[cH:7][cH:8][cH:9][cH:10][cH:11]1)[CH2:12][c:13]1[cH:14][c:15]([NH:19][N:20]=[C:21]([NH2:22])[C:23](=[O:24])[NH2:25])[cH:16][cH:17][cH:18]1.[OH2:35]>>[O:5]([c:6]1[cH:7][cH:8][cH:9][cH:10][cH:11]1)[CH2:12][c:13]1[cH:14][c:15]([N:19]2[N:20]=[C:21]([C:23](=[O:24])[NH2:25])[NH:22][CH:29]2[c:28]2[c:27]([F:26])[cH:34][cH:33][cH:32][cH:31]2)[cH:16][cH:17][cH:18]1. Reactants: Cl, O=N[O-], CCn1c(N)cc(=O)[nH]c1=O, [Na+], O. Yields the product CCn1c(N)c(N=O)c(=O)[nH]c1=O. As a reaction SMILES: [ClH:1].[N:2](=[O:3])[O-:4].[NH2:6][c:7]1[cH:8][c:9](=[O:16])[nH:10][c:11](=[O:15])[n:12]1[CH2:13][CH3:14].[Na+:5].[OH2:17]>>[N:2](=[O:4])[c:8]1[c:7]([NH2:6])[n:12]([CH2:13][CH3:14])[c:11](=[O:15])[nH:10][c:9]1=[O:16]. Product: COC1=C(C(=CC=C1)OC)C1CCN(CC1)C(=O)C1=CN(C2=CC=CC=C12)CC(=O)N(C)C (2-{3-[4-(2,6-Dimethoxy-phenyl)-piperidine-1-carbonyl]-indol-1-yl}-N,N-dimethyl-acetamide). RXN SMILES: Cl[C:2]1[CH:10]=[C:9]2[C:5]([C:6]([C:11]([N:13]3[CH2:18][CH2:17][CH:16]([C:19]4[C:24]([O:25][CH3:26])=[CH:23][CH:22]=[CH:21][C:20]=4[O:27][CH3:28])[CH2:15][CH2:14]3)=[O:12])=[CH:7][NH:8]2)=[CH:4][CH:3]=1.Cl[CH2:30][C:31]([N:33]([CH3:35])[CH3:34])=[O:32]>>[CH3:28][O:27][C:20]1[CH:21]=[CH:22][CH:23]=[C:24]([O:25][CH3:26])[C:19]=1[CH:16]1[CH2:17][CH2:18][N:13]([C:11]([C:6]2[C:5]3[C:9](=[CH:10][CH:2]=[CH:3][CH:4]=3)[N:8]([CH2:30][C:31]([N:33]([CH3:35])[CH3:34])=[O:32])[CH:7]=2)=[O:12])[CH2:14][CH2:15]1. Procedure: Following general procedure II, the alkylation of (6-chloro-1H-indol-3-yl)-[4-(2,6-dimethoxy-phenyl)-piperidin-1-yl]-methanone (preparation described herein), with (commercially available) 2-chloro-N,N-dimethyl-acetamide gave the title compound. Starting materials: ClC1=CC=C2C(=CNC2=C1)C(=O)N1CCC(CC1)C1=C(C=CC=C1OC)OC ((6-chloro-1H-indol-3-yl)-[4-(2,6-dimethoxy-phenyl)-piperidin-1-yl]-methanone), ClCC(=O)N(C)C (2-chloro-N,N-dimethyl-acetamide). The reactants are C(C1=CC=CC=C1)(=O)OCCOCCl (1-Benzoyloxy-2-chloromethoxyethane). Reagents/catalysts: C(C)(=O)[O-].[Ag+] (silver acetate). Run in C(C)#N (acetonitrile). Reaction conditions: time 8 hour. Yields the product C(C1=CC=CC=C1)(=O)OCCOCOC(C)=O (2-acetoxymethoxyethyl benzoate). Yield: 199.6%. Reaction SMILES: [C:1]([O:9][CH2:10][CH2:11][O:12][CH2:13]Cl)(=[O:8])[C:2]1[CH:7]=[CH:6][CH:5]=[CH:4][CH:3]=1>C(#N)C.C([O-])(=O)C.[Ag+]>[C:1]([O:9][CH2:10][CH2:11][O:12][CH2:13][O:9][C:1](=[O:8])[CH3:2])(=[O:8])[C:2]1[CH:7]=[CH:6][CH:5]=[CH:4][CH:3]=1 |f:2.3|. Reported procedure: 1-Benzoyloxy-2-chloromethoxyethane (2-benzoyloxyethoxymethyl chloride) (2.14 g) was dissolved in dry acetonitrile (30 ml) and silver acetate (1.67 g) was added. The mixture was stirred overnight at room temperature and then filtered thru Celite 545. The solvent was removed under reduced pressure (about 1 mm Hg), giving 2-acetoxymethoxyethyl benzoate (2.37 g) as a clear, light yellow oil. NMR and IR spectra were consistent with this structure.